This data is from the Open Reaction Database (ORD), a public repository of structured organic reaction records. The task is: describe an organic reaction: reactants, conditions, products, and yield Reactants: CN(C)c1cc2c(cc1Cl)NC(=O)CC(c1cccc(-c3nc(CO)cs3)c1)=N2, ClCCl, O=S(Cl)Cl. Product: CN(C)c1cc2c(cc1Cl)NC(=O)CC(c1cccc(-c3nc(CCl)cs3)c1)=N2. As a reaction SMILES: [Cl:1][c:2]1[c:3]([N:27]([CH3:28])[CH3:29])[cH:4][c:5]2[c:6]([cH:26]1)[NH:7][C:8](=[O:25])[CH2:9][C:10]([c:12]1[cH:13][c:14](-[c:18]3[s:19][cH:20][c:21]([CH2:23][OH:24])[n:22]3)[cH:15][cH:16][cH:17]1)=[N:11]2.[Cl:34][CH2:35][Cl:36].[S:30]([Cl:31])([Cl:32])=[O:33]>>[Cl:1][c:2]1[c:3]([N:27]([CH3:28])[CH3:29])[cH:4][c:5]2[c:6]([cH:26]1)[NH:7][C:8](=[O:25])[CH2:9][C:10]([c:12]1[cH:13][c:14](-[c:18]3[s:19][cH:20][c:21]([CH2:23][Cl:32])[n:22]3)[cH:15][cH:16][cH:17]1)=[N:11]2. Reagents/catalysts: [O-2].[Mn+2] (manganese oxide). Yields the product C(C)OC1=C(C=NC2=CC=C(C=C12)C=O)S(=O)(=O)C (4-ethoxy-3-methanesulfonyl-quinoline-6-carbaldehyde). Isolated yield 55.0%. Reactants: C(C)OC1=C(C=NC2=CC=C(C=C12)CO)S(=O)(=O)C ((4-ethoxy-3-methanesulfonyl-quinolin-6-yl)-methanol). Reaction conditions: time 6 hour. RXN SMILES: [CH2:1]([O:3][C:4]1[C:13]2[C:8](=[CH:9][CH:10]=[C:11]([CH2:14][OH:15])[CH:12]=2)[N:7]=[CH:6][C:5]=1[S:16]([CH3:19])(=[O:18])=[O:17])[CH3:2]>ClCCl.[O-2].[Mn+2]>[CH2:1]([O:3][C:4]1[C:13]2[C:8](=[CH:9][CH:10]=[C:11]([CH:14]=[O:15])[CH:12]=2)[N:7]=[CH:6][C:5]=1[S:16]([CH3:19])(=[O:18])=[O:17])[CH3:2] |f:2.3|. Reported procedure: To a solution of (4-ethoxy-3-methanesulfonyl-quinolin-6-yl)-methanol (example 74b, 25.4 m mol) in anhydrous dichloromethane (500 mL), manganese oxide (13.3 g, 152.4 mmol) was added. The reaction mixture was stirred at 25 degrees for 6 hours. After the reaction, the solid was filtered out; the filtrate was concentrated in vacuo. Column chromatography gave 4-ethoxy-3-methanesulfonyl-quinoline-6-carbaldehyde (3.92 g, 55%). LC-MS m/e 280 (MH+). Run in ClCCl (dichloromethane). RXN SMILES: [Cl:20][CH2:21][Cl:22].[N+:1](=[O:2])([O-:3])[c:4]1[cH:5][c:6](-[n:15]2[cH:16][cH:17][cH:18][cH:19]2)[c:7]([O:8][CH2:9][C:10](=[O:11])[OH:12])[cH:13][cH:14]1.[Na+:24].[OH-:23]>>[N+:1](=[O:2])([O-:3])[c:4]1[cH:5][c:6]2[c:7]([cH:13][cH:14]1)[O:8][CH2:9][C:10](=[O:11])[c:19]1[n:15]-2[cH:16][cH:17][cH:18]1. The reactants are ClCCl, O=C(O)COc1ccc([N+](=O)[O-])cc1-n1cccc1, [Na+], [OH-]. The product is O=C1COc2ccc([N+](=O)[O-])cc2-n2cccc21. Starting materials: CCS(=O)(=O)c1ccc(F)c(Cl)c1, [Na+], [Na+], CN(C)C=O, [OH-], [SH-]. Product: CCS(=O)(=O)c1ccc(S)c(Cl)c1. RXN SMILES: [CH2:3]([CH3:4])[S:5](=[O:6])(=[O:7])[c:8]1[cH:9][c:10]([Cl:15])[c:11]([F:14])[cH:12][cH:13]1.[Na+:22].[Na+:2].[O:16]=[CH:17][N:18]([CH3:19])[CH3:20].[OH-:21].[SH-:1]>>[SH:1][c:11]1[c:10]([Cl:15])[cH:9][c:8]([S:5]([CH2:3][CH3:4])(=[O:6])=[O:7])[cH:13][cH:12]1. Starting materials: ClC1=CC(=C(C=C1)C1=CC=NC=C1C(=O)OC)F (methyl 4-(4-chloro-2-fluorophenyl)nicotinate), CO (methanol), [OH-].[Na+] (sodium hydroxide). The solvent is O (water). Run at temperature 0 celsius, time 1 hour. The product is ClC1=CC(=C(C=C1)C1=CC=NC=C1C(=O)O)F (4-(4-chloro-2-fluorophenyl)nicotinic acid). The yield is 63.4%. RXN SMILES: [Cl:1][C:2]1[CH:7]=[CH:6][C:5]([C:8]2[C:13]([C:14]([O:16]C)=[O:15])=[CH:12][N:11]=[CH:10][CH:9]=2)=[C:4]([F:18])[CH:3]=1.CO.[OH-].[Na+]>O>[Cl:1][C:2]1[CH:7]=[CH:6][C:5]([C:8]2[C:13]([C:14]([OH:16])=[O:15])=[CH:12][N:11]=[CH:10][CH:9]=2)=[C:4]([F:18])[CH:3]=1 |f:2.3|. Procedure details: To a solution of methyl 4-(4-chloro-2-fluorophenyl)nicotinate (15 g, 56.5 mmol) (as prepared in Ex 1, Part B) in a solvent mixture of methanol (150 mL) and water (150 mL) cooled to 0° C. was added sodium hydroxide (9.03 g, 226 mmol) and the mixture was warmed to room temperature and stirred for 1 h. The reaction mixture was concentrated under reduced pressure and pH of the resultant aqueous solution was adjusted to pH=4 using 1.5 N Hydrochloric acid during which time the product crashed out as a... The reactants are 4-[, COC=1C=C(C=CC1)NC1=C(C(=O)O)C=CC=C1 (N-(3-methoxyphenyl)aminobenzoic acid), ON1N=NC2=C1C=CC=C2 (N-hydroxybenzotriazole), N1CCCC1 (pyrrolidine), C1(CCCCC1)N=C=NC1CCCCC1 (dicyclohexylcarbodiimide). The solvent is C1CCOC1.CC#N (THF CH3CN), C(Cl)Cl (CH2Cl2). Reaction conditions: temperature 0 celsius. The product is COC=1C=C(C=CC1)NC1=CC=C(C(=O)N2CCCC2)C=C1 (1-[4-[[-(3-Methoxyphenyl)]amino]benzoyl]pyrrolidine). RXN SMILES: [CH3:1][O:2][C:3]1[CH:4]=[C:5]([NH:9][C:10]2[CH:18]=[CH:17][CH:16]=[CH:15][C:11]=2C(O)=O)[CH:6]=[CH:7][CH:8]=1.[OH:19]N1C2C=CC=CC=2N=N1.N1CCCC1.C1(N=[C:41]=[N:42][CH:43]2CC[CH2:46][CH2:45][CH2:44]2)CCCCC1>C1COCC1.CC#N.C(Cl)Cl>[CH3:1][O:2][C:3]1[CH:4]=[C:5]([NH:9][C:10]2[CH:11]=[CH:15][C:16]([C:41]([N:42]3[CH2:43][CH2:44][CH2:45][CH2:46]3)=[O:19])=[CH:17][CH:18]=2)[CH:6]=[CH:7][CH:8]=1 |f:4.5|. Procedure details: 2 g (8.2 mmol) of 4-[N-(3-methoxyphenyl)aminobenzoic acid, 2.2 g (16.4 mmol) of N-hydroxybenzotriazole and 1 ml (12.3 mmol) of pyrrolidine were dissolved in 40 ml of a 7:3 mixture of THF/CH3CN, under a nitrogen atmosphere. The solution was cooled to 0° C. and 3.4 g (16.4 mmol) of dicyclohexylcarbodiimide dissolved in 20 ml of CH2Cl2 were added. The reaction mixture was allowed to warm to room temperature during 1 h., stirred an additional hour, then the precipitate was filtered off and the solve... Reactants: N (ammonia), BrC=1C2=C(SC1[N+](=O)[O-])C=CC(=C2)F (3-bromo-5-fluoro-2-nitrobenzo[b]thiophene), steel, steel, N (ammonia). The solvent is COCCO (2-Methoxyethanol), COCCO (2-methoxyethanol). Conditions: temperature 90 celsius. Yields the product NC=1C2=C(SC1[N+](=O)[O-])C=CC(=C2)F (3-Amino-5-fluoro-2-nitrobenzo[b]thiophene). RXN SMILES: Br[C:2]1[C:3]2[CH:13]=[C:12]([F:14])[CH:11]=[CH:10][C:4]=2[S:5][C:6]=1[N+:7]([O-:9])=[O:8].[NH3:15]>COCCO>[NH2:15][C:2]1[C:3]2[CH:13]=[C:12]([F:14])[CH:11]=[CH:10][C:4]=2[S:5][C:6]=1[N+:7]([O-:9])=[O:8]. Procedure: A solution of 3-bromo-5-fluoro-2-nitrobenzo[b]thiophene (1.51 g, 5.47 mmol) in 10 ml of 2-methoxyethanol was placed in a steel bomb. 2-Methoxyethanol (15 ml) was saturated with ammonia at 0° C. and the obtained solution was added to the steel bomb. The bomb was sealed, heated to 90° C. for 16 hours and cooled in an ice bath. After ammonia gas was sufficiently released, the reaction mixture was poured onto ice water (250 ml). The precipitate was filtered off, washed with water and dried. Yield 1....